From a dataset of the Open Reaction Database (ORD), a public repository of structured organic reaction records. describe an organic reaction: reactants, conditions, products, and yield Reactants: O=C1CCC(=O)N1Br, N#Cc1nn(-c2c(Cl)cc(C(F)(F)F)cc2Cl)cc1-c1ccoc1, C1CCOC1, O. Product: N#Cc1nn(-c2c(Cl)cc(C(F)(F)F)cc2Cl)cc1-c1ccoc1Br. As a reaction SMILES: [Br:25][N:26]1[C:27](=[O:28])[CH2:29][CH2:30][C:31]1=[O:32].[C:1](#[N:2])[c:3]1[n:4][n:5](-[c:13]2[c:14]([Cl:24])[cH:15][c:16]([C:20]([F:21])([F:22])[F:23])[cH:17][c:18]2[Cl:19])[cH:6][c:7]1-[c:8]1[cH:9][o:10][cH:11][cH:12]1.[O:34]1[CH2:35][CH2:36][CH2:37][CH2:38]1.[OH2:33]>>[C:1](#[N:2])[c:3]1[n:4][n:5](-[c:13]2[c:14]([Cl:24])[cH:15][c:16]([C:20]([F:21])([F:22])[F:23])[cH:17][c:18]2[Cl:19])[cH:6][c:7]1-[c:8]1[c:9]([Br:25])[o:10][cH:11][cH:12]1. The reactants are O (water), BrC=1C(=C(C=CC1)N(S(=O)(=O)C1=C(C=CC(=C1)F)F)COC)F (N-(3-Bromo-2-fluoro-phenyl)-2,5-difluoro-N-methoxymethyl-benzenesulfonamide), O1C(CCCC1)N1N=CC=C1B1OC(C(O1)(C)C)(C)C (1-(tetrahydro-2H-pyran-2-yl)-5-(4,4,5,5-tetramethyl-1,3,2-dioxaborolan-2-yl)-1H-pyrazole), C([O-])([O-])=O.[Cs+].[Cs+] (cesium carbonate), O1C(CCCC1)N1N=CC=C1B1OC(C(O1)(C)C)(C)C (1-(tetrahydro-2H-pyran-2-yl)-5-(4,4,5,5-tetramethyl-1,3,2-dioxaborolan-2-yl)-1H-pyrazole). Reagents/catalysts: ClCCl.[Pd](Cl)Cl.C1(=CC=CC=C1)P([C-]1C=CC=C1)C1=CC=CC=C1.[C-]1(C=CC=C1)P(C1=CC=CC=C1)C1=CC=CC=C1.[Fe+2] (1,1′-bis(diphenylphosphino)ferrocene-palladium(II)dichloride dichloromethane). Run in O1CCOCC1 (1,4-dioxane). Conditions: temperature 100 celsius, time 2 hour. Product: FC1=C(C=C(C=C1)F)S(=O)(=O)N(COC)C1=C(C(=CC=C1)C=1N(N=CC1)C1OCCCC1)F (2,5-difluoro-N-{2-fluoro-3-[2-(tetrahydro-pyran-2-yl)-2H-pyrazol-3-yl]-phenyl}-N-methoxymethyl-benzene-sulfonamide). Isolated yield 127.8%. As a reaction SMILES: Br[C:2]1[C:3]([F:23])=[C:4]([N:8]([CH2:20][O:21][CH3:22])[S:9]([C:12]2[CH:17]=[C:16]([F:18])[CH:15]=[CH:14][C:13]=2[F:19])(=[O:11])=[O:10])[CH:5]=[CH:6][CH:7]=1.[O:24]1[CH2:29][CH2:28][CH2:27][CH2:26][CH:25]1[N:30]1[C:34](B2OC(C)(C)C(C)(C)O2)=[CH:33][CH:32]=[N:31]1.C(=O)([O-])[O-].[Cs+].[Cs+].O>O1CCOCC1.ClCCl.[Pd](Cl)Cl.C1(P(C2C=CC=CC=2)[C-]2C=CC=C2)C=CC=CC=1.[C-]1(P(C2C=CC=CC=2)C2C=CC=CC=2)C=CC=C1.[Fe+2]>[F:19][C:13]1[CH:14]=[CH:15][C:16]([F:18])=[CH:17][C:12]=1[S:9]([N:8]([C:4]1[CH:5]=[CH:6][CH:7]=[C:2]([C:34]2[N:30]([CH:25]3[CH2:26][CH2:27][CH2:28][CH2:29][O:24]3)[N:31]=[CH:32][CH:33]=2)[C:3]=1[F:23])[CH2:20][O:21][CH3:22])(=[O:11])=[O:10] |f:2.3.4,7.8.9.10.11|. Procedure details: N-(3-Bromo-2-fluoro-phenyl)-2,5-difluoro-N-methoxymethyl-benzenesulfonamide (12 g, 29.25 mmol) was dissolved in 1,4-dioxane (156 mL) and argon was bubbled through the solution for 10 minutes. 1-(tetrahydro-2H-pyran-2-yl)-5-(4,4,5,5-tetramethyl-1,3,2-dioxaborolan-2-yl)-1H-pyrazole (prepared as described in WO2010/010154) (10.6 g, 38.03 mmol, 1.3 eq) was then added, followed by cesium carbonate (9.5 g, 29.25 mmol, 2 eq), 1,1′-bis(diphenylphosphino)ferrocene-palladium(II)dichloride dichloromethane ... The reactants are C(C)OC(CCC(=O)OCC)(CCC(=O)OCC)OCC (Diethyl 4,4-diethoxyheptanedioate), BrC1=C(N)C(=CC=C1)F (2-bromo-6-fluoroaniline), C(C)(=O)O (acetic acid). Reaction conditions: temperature 145 celsius. Product: BrC1=C(C(=CC=C1)F)N=C(CCC(=O)OCC)CCC(=O)OCC (Diethyl 4[(2-bromo-6-fluorophenyl)imino]heptanedioate). RXN SMILES: C(O[C:4](OCC)([CH2:12][CH2:13][C:14]([O:16][CH2:17][CH3:18])=[O:15])[CH2:5][CH2:6][C:7]([O:9][CH2:10][CH3:11])=[O:8])C.[Br:22][C:23]1[CH:29]=[CH:28][CH:27]=[C:26]([F:30])[C:24]=1[NH2:25].C(O)(=O)C>>[Br:22][C:23]1[CH:29]=[CH:28][CH:27]=[C:26]([F:30])[C:24]=1[N:25]=[C:4]([CH2:5][CH2:6][C:7]([O:9][CH2:10][CH3:11])=[O:8])[CH2:12][CH2:13][C:14]([O:16][CH2:17][CH3:18])=[O:15]. Reported procedure: To the ketal of Step 1 (8.46 kg, 24.31 mol), were charged 2-bromo-6-fluoroaniline (2.509 L, 22.10 mol) and acetic acid (0.253 L, 4.42 mol) under nitrogen. The mixture was heated to 145° C. and ethanol was removed by distillation. The product was used in the next reaction. Starting materials: N[C@@H](CC1=CC=CC=C1)C(=O)O (L-phenylalanine), C([O-])([O-])=O.[Na+].[Na+] (sodium carbonate), C(ON1C(CCC1=O)=O)(OCC1C2=CC=CC=C2OC=2C=CC=CC12)=O (succinimidyl 9-xanthenylmethyl carbonate). Run in O (water), O1CCOCC1 (dioxane), O1CCOCC1 (dioxane). Run at time 4 hour. Yields the product C1=CC=CC=2OC3=CC=CC=C3C(C12)COC(=O)N[C@@H](CC1=CC=CC=C1)C(=O)O (9-Xanthenylmethoxycarbonyl-L-phenylalanine). Yield: 89.4%. Reaction SMILES: [NH2:1][C@H:2]([C:10]([OH:12])=[O:11])[CH2:3][C:4]1[CH:9]=[CH:8][CH:7]=[CH:6][CH:5]=1.C(=O)([O-])[O-].[Na+].[Na+].[C:19](=O)([O:28][CH2:29][CH:30]1[C:43]2[CH:42]=[CH:41][CH:40]=[CH:39][C:38]=2[O:37][C:36]2[C:31]1=[CH:32][CH:33]=[CH:34][CH:35]=2)[O:20]N1C(=O)CCC1=O>O.O1CCOCC1>[CH:42]1[C:43]2[CH:30]([CH2:29][O:28][C:19]([NH:1][C@H:2]([C:10]([OH:12])=[O:11])[CH2:3][C:4]3[CH:9]=[CH:8][CH:7]=[CH:6][CH:5]=3)=[O:20])[C:31]3[C:36](=[CH:35][CH:34]=[CH:33][CH:32]=3)[O:37][C:38]=2[CH:39]=[CH:40][CH:41]=1 |f:1.2.3|. Procedure: To a suspension of 0.467 g of L-phenylalanine and 0.6 g of sodium carbonate in 6 mL of water and 6 mL of dioxane was added dropwise at 0° C. a solution of 1.0 g of succinimidyl 9-xanthenylmethyl carbonate in 10 mL of dioxane over a period of 10 minutes. The mixture was stirred at room temperature for four hours, washed with ether (2×15 mL), and the ether layer was discarded. The aqueous layer was acidified with 10% HCl (Congo Red) and extracted with EtOAc (3×15 ml). The combined organic extracts... The reactants are N1CC(C1)NC(OC(C)(C)C)=O (tert-Butyl azetidin-3-ylcarbamate), ClC=1N=NC(=CC1)Cl (3,6-dichloropyridazine), C(C)N(C(C)C)C(C)C (N-ethyl-N-isopropylpropan-2-amine). Solvent: CS(=O)C (DMSO), O (water). The product is ClC1=CC=C(N=N1)N1CC(C1)NC(OC(C)(C)C)=O (tert-butyl (1-(6-chloropyridazin-3-yl)azetidin-3-yl)carbamate). As a reaction SMILES: [NH:1]1[CH2:4][CH:3]([NH:5][C:6](=[O:12])[O:7][C:8]([CH3:11])([CH3:10])[CH3:9])[CH2:2]1.[Cl:13][C:14]1[N:15]=[N:16][C:17](Cl)=[CH:18][CH:19]=1.C(N(C(C)C)C(C)C)C>CS(C)=O.O>[Cl:13][C:14]1[N:15]=[N:16][C:17]([N:1]2[CH2:4][CH:3]([NH:5][C:6](=[O:12])[O:7][C:8]([CH3:9])([CH3:11])[CH3:10])[CH2:2]2)=[CH:18][CH:19]=1. Reported procedure: tert-Butyl azetidin-3-ylcarbamate (500 mg, 2.90 mmol) and 3,6-dichloropyridazine (454 mg, 3.05 mmol) were combined in DMSO (5 mL) and N-ethyl-N-isopropylpropan-2-amine (563 mg, 4.35 mmol), and the mixture was heated overnight at 100° C. The mixture was cooled to room temperature and diluted with water. Filtration provided the title compound. The reactants are C(CCCCCCCCCCC)C(=CC(=O)OCC)C=1C=C(OC1)[Si](C)(C)C (ethyl 3-dodecyl-3-(2-trimethylsilyl-4-furyl)-2-propenoate), C(CCCCCCCCCCC)C(=CC(=O)OCC)C=1C=C(OC1)[Si](C)(C)C (ethyl 3-dodecyl-3-(2-trimethylsilyl-4-furyl)-2-propenoate). The reagents and catalysts are [Pt]=O (platinum oxide). The solvent is C(C)O (ethanol). Reaction conditions: time 2 day. Product: C(CCCCCCCCCCC)C(CC(=O)OCC)C=1C=C(OC1)[Si](C)(C)C (Ethyl 3-dodecyl-3-(2-trimethylsilyl-4-furyl)propanoate). As a reaction SMILES: [CH2:1]([C:13]([C:20]1[CH:21]=[C:22]([Si:25]([CH3:28])([CH3:27])[CH3:26])[O:23][CH:24]=1)=[CH:14][C:15]([O:17][CH2:18][CH3:19])=[O:16])[CH2:2][CH2:3][CH2:4][CH2:5][CH2:6][CH2:7][CH2:8][CH2:9][CH2:10][CH2:11][CH3:12]>C(O)C.[Pt]=O>[CH2:1]([CH:13]([C:20]1[CH:21]=[C:22]([Si:25]([CH3:28])([CH3:27])[CH3:26])[O:23][CH:24]=1)[CH2:14][C:15]([O:17][CH2:18][CH3:19])=[O:16])[CH2:2][CH2:3][CH2:4][CH2:5][CH2:6][CH2:7][CH2:8][CH2:9][CH2:10][CH2:11][CH3:12]. Procedure details: A mixture of ethyl 3-dodecyl-3-(2-trimethylsilyl-4-furyl)-2-propenoate (Compound 27, 141 mg, 0.35 mmol) and platinum oxide (28 mg) in ethanol (5 ml) was stirred under hydrogen at room temperature for 2 days. After the solvent and the catalyst were removed, the residue was purified by a silica column using 2% ethyl ether/hexane to give the title ester. Reactants: COC1=NC=CC2=C1C(=NN2C(C2=CC=CC=C2)(C2=CC=CC=C2)C2=CC=CC=C2)C=2C=NNC2 (4-methoxy-3-(1H-pyrazol-4-yl)-1-trityl-1H-pyrazolo[4,3-c]pyridine), CS(=O)(=O)OC1COCC1 (tetrahydrofuran-3-yl methanesulfonate). Product: O1CCC(CC1)OC1=NC=CC2=C1C(=NN2)C=2C=NN(C2)C2COCC2 (4-(Tetrahydro-2H-pyran-4-yloxy)-3-(1-(tetrahydrofuran-3-yl)-1H-pyrazol-4-yl)-1H-pyrazolo[4,3-c]pyridine). Isolated yield 24.0%. As a reaction SMILES: [CH3:1][O:2][C:3]1[C:8]2[C:9]([C:31]3[CH:32]=[N:33][NH:34][CH:35]=3)=[N:10][N:11](C(C3C=CC=CC=3)(C3C=CC=CC=3)C3C=CC=CC=3)[C:7]=2[CH:6]=[CH:5][N:4]=1.CS(O[CH:41]1[CH2:45][CH2:44][O:43][CH2:42]1)(=O)=O>>[O:43]1[CH2:44][CH2:45][CH:1]([O:2][C:3]2[C:8]3[C:9]([C:31]4[CH:35]=[N:34][N:33]([CH:45]5[CH2:41][CH2:42][O:43][CH2:44]5)[CH:32]=4)=[N:10][NH:11][C:7]=3[CH:6]=[CH:5][N:4]=2)[CH2:41][CH2:42]1. Procedure details: Prepared according to the general procedure described in Example 92, by reacting 4-methoxy-3-(1H-pyrazol-4-yl)-1-trityl-1H-pyrazolo[4,3-c]pyridine with tetrahydrofuran-3-yl methanesulfonate to give the title compound as a mixture of enantiomers. The enantiomers were separated via supercritical fluid chromatography to give the separated enantiomers. (7.9 mg, 7.7 mg, total yield 24% over two steps). LC-MS (Method G): m/z=286.1 [M+H]+; 2.97 min. 1H-NMR (400 MHz, DMSO): δ 13.27 (s, 1H), 8.32 (s, 1H)... Procedure: The title compound was prepared using the procedure described in Example 1G using 1-(5-chloro-1-methyl-3-phenyl-1H-pyrazol-4-yl)-ethanone for 1-(4-methyl-2-thiophen-2-yl-thiazol-5-yl)-ethanone. 1H NMR (300 MHz, CDCl3) δ 1.15 (d, J=6.10 Hz, 3H), 1.48 (m, 1H), 1.78 (m, 2H), 1.96 (m, 1H), 2.27 (q, J=8.59 Hz, 1H), 2.41 (m, 2H), 3.03 (m, 2H), 3.15 (m, 1H), 3.31 (m, 1H), 3.99 (s, 3H), 7.26 (m, 4H), 7.46 (m, 2H), 7.62 (m, 2H), 8.00 (d, J=8.48 Hz, 1H), 8.05 (d, J=8.14 Hz, 1H); MS (DCI-NH3) [M+H]+ at 431... As a reaction SMILES: [Cl:1][C:2]1[N:6]([CH3:7])[N:5]=[C:4]([C:8]2[CH:13]=[CH:12][CH:11]=[CH:10][CH:9]=2)[C:3]=1[C:14](=O)[CH3:15].[CH3:17][C:18]1[N:19]=[C:20]([C:26]2S[CH:28]=[CH:29][CH:30]=2)S[C:22]=1[C:23](=O)[CH3:24].[NH3:31]>>[Cl:1][C:2]1[N:6]([CH3:7])[N:5]=[C:4]([C:8]2[CH:13]=[CH:12][CH:11]=[CH:10][CH:9]=2)[C:3]=1[C:14]1[CH:15]=[CH:14][C:3]2[C:2](=[CH:28][CH:29]=[C:30]([CH2:26][CH2:20][N:19]3[CH2:24][CH2:23][CH2:22][C@H:18]3[CH3:17])[CH:4]=2)[N:31]=1. Starting materials: ClC1=C(C(=NN1C)C1=CC=CC=C1)C(C)=O (1-(5-chloro-1-methyl-3-phenyl-1H-pyrazol-4-yl)-ethanone), CC=1N=C(SC1C(C)=O)C=1SC=CC1 (1-(4-methyl-2-thiophen-2-yl-thiazol-5-yl)-ethanone), N (NH3). Product: ClC1=C(C(=NN1C)C1=CC=CC=C1)C1=NC2=CC=C(C=C2C=C1)CCN1[C@@H](CCC1)C (2-(5-Chloro-1-methyl-3-phenyl-1H-pyrazol-4-yl)-6-[2-((2R)-2-methyl-pyrrolidin-1-yl)-ethyl]-quinoline). Reactants: C(C)C(CC(=O)OC)(C=C)C1=CC(=CC=C1)[N+](=O)[O-] (methyl 3-ethyl-3-(3-nitrophenyl)-4-pentenoate), [OH-].[Na+] (sodium hydroxide). Solvent: C(C)(C)O (isopropyl alcohol). Yields the product C(C)C(CC(=O)O)(C=C)C1=CC(=CC=C1)[N+](=O)[O-] (3-Ethyl-3-(3-nitrophenyl)-4-pentenoic acid). As a reaction SMILES: [CH2:1]([C:3]([C:11]1[CH:16]=[CH:15][CH:14]=[C:13]([N+:17]([O-:19])=[O:18])[CH:12]=1)([CH:9]=[CH2:10])[CH2:4][C:5]([O:7]C)=[O:6])[CH3:2].[OH-].[Na+]>C(O)(C)C>[CH2:9]([C:3]([C:11]1[CH:16]=[CH:15][CH:14]=[C:13]([N+:17]([O-:19])=[O:18])[CH:12]=1)([CH:1]=[CH2:2])[CH2:4][C:5]([OH:7])=[O:6])[CH3:10] |f:1.2|. Procedure: A solution of methyl 3-ethyl-3-(3-nitrophenyl)-4-pentenoate (Preparation 59, assume 7.25 mmol) in isopropyl alcohol (9 ml) and 2M aqueous sodium hydroxide solution (4.4 ml, 8.75 mmol) was heated under reflux for 11 h, then the reaction mixture was concentrated in vacuo. The residue was partitioned between ethyl acetate and water. The phases were separated and the organic extract was dried (MgSO4), filtered and concentrated in vacuo to give the title compound as an oil which was used without furt...